This data is from the Open Reaction Database (ORD), a public repository of structured organic reaction records. The task is: describe an organic reaction: reactants, conditions, products, and yield The reactants are N(=O)[O-].[Na+] (sodium nitrite), CC(=O)C=1OC=CC1 (methyl-2-furyl ketone), NC=1C=C(C=CC1)C(F)(F)F (3-aminobenzotrifluoride), Cl (hydrochloric acid), CuCl2. The solvent is O (water), O (water), C(C)#N (acetonitrile), O (water), O (water). Conditions: time 72 hour. The product is CC(=O)C=1OC(=CC1)C1=CC(=CC=C1)C(F)(F)F (5-(m-trifluoromethylphenyl)-2-furyl methyl ketone). Isolated yield 22.0%. Reaction SMILES: N[C:2]1[CH:3]=[C:4]([C:8]([F:11])([F:10])[F:9])[CH:5]=[CH:6][CH:7]=1.Cl.N([O-])=O.[Na+].[CH3:17][C:18]([C:20]1[O:21][CH:22]=[CH:23][CH:24]=1)=[O:19]>O.C(#N)C>[CH3:17][C:18]([C:20]1[O:21][C:22]([C:2]2[CH:7]=[CH:6][CH:5]=[C:4]([C:8]([F:11])([F:10])[F:9])[CH:3]=2)=[CH:23][CH:24]=1)=[O:19] |f:2.3|. Procedure details: A mixture of 322 g (2.0 moles) of 3-aminobenzotrifluoride, 690 ml of concentrated hydrochloric acid and 260 ml of water was heated with steam for 20 minutes at 80° and then cooled to 0°. An additional 200 ml of water was added to aid in stirring. A solution of 138 g (2.0 moles) of sodium nitrite in 500 ml of water was added dropwise while maintaining the temperature between 0°-5° by means of an ice bath. The reaction mixture was stirred for 30 minutes and then filtered to remove a small amount o... Reactants: CC1(C)CC=C(Sc2ccccc2)CC1, CO, [K+], O, O=S(=O)([O-])OOS(=O)(=O)O. Yields the product CC1(C)CC=C(S(=O)(=O)c2ccccc2)CC1. As a reaction SMILES: [CH3:1][C:2]1([CH3:15])[CH2:3][CH:4]=[C:5]([S:8][c:9]2[cH:10][cH:11][cH:12][cH:13][cH:14]2)[CH2:6][CH2:7]1.[CH3:28][OH:29].[K+:26].[OH2:27].[S:16](=[O:17])([O:18][O:19][S:20]([O-:21])(=[O:22])=[O:23])([OH:24])=[O:25]>>[CH3:1][C:2]1([CH3:15])[CH2:3][CH:4]=[C:5]([S:8]([c:9]2[cH:10][cH:11][cH:12][cH:13][cH:14]2)(=[O:17])=[O:27])[CH2:6][CH2:7]1. Reactants: CNCCN1c2ccccc2COc2ccccc21, CN(C)c1ccc(CCOS(C)(=O)=O)cc1, CC#N, [I-], [Na+], [Na+], [Na+], O=C([O-])[O-]. Product: CN(CCc1ccc(N(C)C)cc1)CCN1c2ccccc2COc2ccccc21. Reaction SMILES: [CH3:1][NH:2][CH2:3][CH2:4][N:5]1[c:6]2[c:7]([cH:16][cH:17][cH:18][cH:19]2)[O:8][CH2:9][c:10]2[c:11]1[cH:12][cH:13][cH:14][cH:15]2.[CH3:20][S:21]([O:22][CH2:25][CH2:26][c:27]1[cH:28][cH:29][c:30]([N:33]([CH3:34])[CH3:35])[cH:31][cH:32]1)(=[O:23])=[O:24].[CH3:44][C:45]#[N:46].[I-:43].[Na+:36].[Na+:37].[Na+:42].[O-:38][C:39](=[O:40])[O-:41]>>[CH3:1][N:2]([CH2:3][CH2:4][N:5]1[c:6]2[c:7]([cH:16][cH:17][cH:18][cH:19]2)[O:8][CH2:9][c:10]2[c:11]1[cH:12][cH:13][cH:14][cH:15]2)[CH2:25][CH2:26][c:27]1[cH:28][cH:29][c:30]([N:33]([CH3:34])[CH3:35])[cH:31][cH:32]1.